This data is from the Open Reaction Database (ORD), a public repository of structured organic reaction records. The task is: describe an organic reaction: reactants, conditions, products, and yield Starting materials: O=C([O-])[O-], CCN(C(C)C)C(C)C, CCCC[Sn](CCCC)(CCCC)c1ccc(C(=O)NC(CNC(=O)c2cccs2)C(=O)O)c(Cl)c1, [K+], [K+], O=C(C=Cc1ccccc1)C=Cc1ccccc1, O=C(Cl)COc1ccccc1, C1CCOC1, O=C(C=Cc1ccccc1)C=Cc1ccccc1, O=C(C=Cc1ccccc1)C=Cc1ccccc1, [Pd], [Pd]. Product: O=C(COc1ccccc1)c1ccc(C(=O)NC(CNC(=O)c2cccs2)C(=O)O)c(Cl)c1. As a reaction SMILES: [C:48](=[O:49])([O-:50])[O-:51].[CH:54]([N:55]([CH:56]([CH3:57])[CH3:58])[CH2:59][CH3:60])([CH3:61])[CH3:62].[Cl:1][c:2]1[c:3]([C:4](=[O:5])[NH:6][CH:7]([CH2:8][NH:9][C:10](=[O:11])[c:12]2[s:13][cH:14][cH:15][cH:16]2)[C:17](=[O:18])[OH:19])[cH:20][cH:21][c:22]([Sn:24]([CH2:25][CH2:26][CH2:27][CH3:28])([CH2:29][CH2:30][CH2:31][CH3:32])[CH2:33][CH2:34][CH2:35][CH3:36])[cH:23]1.[K+:52].[K+:53].[O:106]=[C:107]([CH:108]=[CH:109][c:110]1[cH:111][cH:112][cH:113][cH:114][cH:115]1)[CH:116]=[CH:117][c:118]1[cH:119][cH:120][cH:121][cH:122][cH:123]1.[O:37]([c:38]1[cH:39][cH:40][cH:41][cH:42][cH:43]1)[CH2:44][C:45](=[O:46])[Cl:47].[O:63]1[CH2:64][CH2:65][CH2:66][CH2:67]1.[O:70]=[C:71]([CH:72]=[CH:73][c:74]1[cH:75][cH:76][cH:77][cH:78][cH:79]1)[CH:80]=[CH:81][c:82]1[cH:83][cH:84][cH:85][cH:86][cH:87]1.[O:88]=[C:89]([CH:90]=[CH:91][c:92]1[cH:93][cH:94][cH:95][cH:96][cH:97]1)[CH:98]=[CH:99][c:100]1[cH:101][cH:102][cH:103][cH:104][cH:105]1.[Pd:68].[Pd:69]>>[Cl:1][c:2]1[c:3]([C:4](=[O:5])[NH:6][CH:7]([CH2:8][NH:9][C:10](=[O:11])[c:12]2[s:13][cH:14][cH:15][cH:16]2)[C:17](=[O:18])[OH:19])[cH:20][cH:21][c:22]([C:45]([CH2:44][O:37][c:38]2[cH:39][cH:40][cH:41][cH:42][cH:43]2)=[O:46])[cH:23]1.